From a dataset of the Open Reaction Database (ORD), a public repository of structured organic reaction records. describe an organic reaction: reactants, conditions, products, and yield Reactants: C1COCCO1, COc1ccc(P2(=S)SP(=S)(c3ccc(OC)cc3)S2)cc1, O=C(CC(Sc1ccccc1)Sc1ccccc1)Nc1ccccc1. Yields the product S=C(CC(Sc1ccccc1)Sc1ccccc1)Nc1ccccc1. As a reaction SMILES: [CH2:48]1[O:49][CH2:50][CH2:51][O:52][CH2:53]1.[CH3:26][O:27][c:28]1[cH:29][cH:30][c:31]([P:32]2(=[S:35])[S:33][P:34]([c:36]3[cH:37][cH:38][c:39]([O:40][CH3:41])[cH:42][cH:43]3)(=[S:44])[S:45]2)[cH:46][cH:47]1.[c:1]1([NH:7][C:8]([CH2:9][CH:10]([S:11][c:12]2[cH:13][cH:14][cH:15][cH:16][cH:17]2)[S:18][c:19]2[cH:20][cH:21][cH:22][cH:23][cH:24]2)=[O:25])[cH:2][cH:3][cH:4][cH:5][cH:6]1>>[c:1]1([NH:7][C:8]([CH2:9][CH:10]([S:11][c:12]2[cH:13][cH:14][cH:15][cH:16][cH:17]2)[S:18][c:19]2[cH:20][cH:21][cH:22][cH:23][cH:24]2)=[S:35])[cH:2][cH:3][cH:4][cH:5][cH:6]1. Reactants: C1COCCO1, C1COCCO1, Cl, CCOC(=O)c1ccc2cncc(-c3ccc(O)c(F)c3)c2n1, NC(=O)c1ccc2cncc(-c3ccc(OCCOCCOCCOC4CCCCO4)c(F)c3)c2n1, CC(C)(C)OC(=O)c1ccc(OCCO)cc1. Yields the product CC(C)(C)OC(=O)c1ccc(OCCOc2ccc(-c3cncc4ccc(C(N)=O)nc34)cc2F)cc1. RXN SMILES: [CH2:78]1[O:79][CH2:80][CH2:81][O:82][CH2:83]1.[CH2:84]1[O:85][CH2:86][CH2:87][O:88][CH2:89]1.[ClH:77].[F:1][c:2]1[cH:3][c:4](-[c:5]2[cH:6][n:7][cH:8][c:9]3[c:10]2[n:11][c:12]([C:13]([O:14][CH2:15][CH3:16])=[O:17])[cH:18][cH:19]3)[cH:20][cH:21][c:22]1[OH:23].[F:41][c:42]1[cH:43][c:44](-[c:64]2[cH:65][n:66][cH:67][c:68]3[cH:69][cH:70][c:71]([C:74](=[O:75])[NH2:76])[n:72][c:73]23)[cH:45][cH:46][c:47]1[O:48][CH2:49][CH2:50][O:51][CH2:52][CH2:53][O:54][CH2:55][CH2:56][O:57][CH:58]1[CH2:59][CH2:60][CH2:61][CH2:62][O:63]1.[OH:24][CH2:25][CH2:26][O:27][c:28]1[cH:29][cH:30][c:31]([C:32](=[O:33])[O:34][C:35]([CH3:36])([CH3:37])[CH3:38])[cH:39][cH:40]1>>[O:24]([CH2:25][CH2:26][O:27][c:28]1[cH:29][cH:30][c:31]([C:32](=[O:33])[O:34][C:35]([CH3:36])([CH3:37])[CH3:38])[cH:39][cH:40]1)[c:47]1[c:42]([F:41])[cH:43][c:44](-[c:64]2[cH:65][n:66][cH:67][c:68]3[cH:69][cH:70][c:71]([C:74](=[O:75])[NH2:76])[n:72][c:73]23)[cH:45][cH:46]1. Reaction SMILES: [CH3:38][C:39](=[O:40])[CH3:41].[Cl:1][c:2]1[cH:3][c:4]([CH2:5][n:6]2[c:7]([C:23](=[O:24])[O:25][CH2:26][CH3:27])[c:8]([S:15](=[O:16])[N:17]3[CH2:18][CH2:19][O:20][CH2:21][CH2:22]3)[c:9]3[cH:10][cH:11][cH:12][cH:13][c:14]23)[cH:28][cH:29][c:30]1[Cl:31].[K+:37].[Mn:32](=[O:33])([O-:34])(=[O:35])=[O:36].[OH2:42]>>[Cl:1][c:2]1[cH:3][c:4]([CH2:5][n:6]2[c:7]([C:23](=[O:24])[O:25][CH2:26][CH3:27])[c:8]([S:15](=[O:16])([N:17]3[CH2:18][CH2:19][O:20][CH2:21][CH2:22]3)=[O:33])[c:9]3[cH:10][cH:11][cH:12][cH:13][c:14]23)[cH:28][cH:29][c:30]1[Cl:31]. Yields the product CCOC(=O)c1c(S(=O)(=O)N2CCOCC2)c2ccccc2n1Cc1ccc(Cl)c(Cl)c1. Reactants: CC(C)=O, CCOC(=O)c1c(S(=O)N2CCOCC2)c2ccccc2n1Cc1ccc(Cl)c(Cl)c1, [K+], O=[Mn](=O)(=O)[O-], O. Starting materials: [BH4-], CO, CC(=O)c1ccc(-c2ccc(Cl)c(Cl)c2)o1, [Na+]. Yields the product CC(O)c1ccc(-c2ccc(Cl)c(Cl)c2)o1. Reaction SMILES: [BH4-:1].[CH3:19][OH:20].[CH3:3][C:4](=[O:5])[c:6]1[o:7][c:8](-[c:11]2[cH:12][c:13]([Cl:18])[c:14]([Cl:17])[cH:15][cH:16]2)[cH:9][cH:10]1.[Na+:2]>>[CH3:3][CH:4]([OH:5])[c:6]1[o:7][c:8](-[c:11]2[cH:12][c:13]([Cl:18])[c:14]([Cl:17])[cH:15][cH:16]2)[cH:9][cH:10]1. Reactants: CC[C@@]12CCCN3[C@@H]1C4=C(C=5C=CC=CC5N4[C@](C2)(C(=O)OC)O)CC3 (vincamine). Solvent: O (water). The product is CC[C@@]12CCCN3[C@@H]1C4=C(C=5C=CC=CC5N4[C@](C2)(C(=O)OC)O)CC3.[O-]C(=O)CCCCCCCCC (Vincamine caprate). As a reaction SMILES: [CH3:1][CH2:2][C@:3]12[CH2:19][C@:18]([OH:24])([C:20]([O:22][CH3:23])=[O:21])[N:17]3[C:9]4=[C:10]([CH2:25][CH2:26][N:7]([C@@H:8]14)[CH2:6][CH2:5][CH2:4]2)[C:11]1[CH:12]=[CH:13][CH:14]=[CH:15][C:16]=13>O>[CH3:1][CH2:2][C@:3]12[CH2:19][C@:18]([OH:24])([C:20]([O:22][CH3:23])=[O:21])[N:17]3[C:9]4=[C:10]([CH2:25][CH2:26][N:7]([C@@H:8]14)[CH2:6][CH2:5][CH2:4]2)[C:11]1[CH:12]=[CH:13][CH:14]=[CH:15][C:16]=13.[O-:22][C:20]([CH2:18][CH2:19][CH2:3][CH2:8][CH2:9][CH2:10][CH2:11][CH2:16][CH3:15])=[O:21] |f:2.3|. Reported procedure: From 7.08 g (2.10-2 moles) of vincamine and 3.45 g (2.10-2 moles) of capric acid, there are obtained 10 g of an oily, semi-solid substance, insoluble in water and in the common organic solvents. The vincamine content is 65.3%. Starting materials: CC(=O)O[BH-](OC(C)=O)OC(C)=O, COCC1CCCN1, CCCS(=O)(=O)c1ccc(C(C=O)NC(=O)c2ccc(Cl)cc2Cl)cc1, ClCCCl, [Na+]. The product is CCCS(=O)(=O)c1ccc(C(CN2CCCC2COC)NC(=O)c2ccc(Cl)cc2Cl)cc1. Reaction SMILES: [C:35]([O:36][BH-:37]([O:38][C:39](=[O:40])[CH3:41])[O:42][C:43](=[O:44])[CH3:45])(=[O:46])[CH3:47].[CH3:27][O:28][CH2:29][CH:30]1[NH:31][CH2:32][CH2:33][CH2:34]1.[Cl:1][c:2]1[c:3]([C:4](=[O:5])[NH:6][CH:7]([CH:8]=[O:9])[c:10]2[cH:11][cH:12][c:13]([S:16](=[O:17])(=[O:18])[CH2:19][CH2:20][CH3:21])[cH:14][cH:15]2)[cH:22][cH:23][c:24]([Cl:26])[cH:25]1.[Cl:49][CH2:50][CH2:51][Cl:52].[Na+:48]>>[Cl:1][c:2]1[c:3]([C:4](=[O:5])[NH:6][CH:7]([CH2:8][N:31]2[CH:30]([CH2:29][O:28][CH3:27])[CH2:34][CH2:33][CH2:32]2)[c:10]2[cH:11][cH:12][c:13]([S:16](=[O:17])(=[O:18])[CH2:19][CH2:20][CH3:21])[cH:14][cH:15]2)[cH:22][cH:23][c:24]([Cl:26])[cH:25]1. The reactants are Cl.C(=O)(O)C=1SC=C(C1Cl)CN1CCN(CC1)C (2-carboxy-3-chloro-4-(4-methylpiperazin-1-yl)methylthiophene HCl salt), ClC=1C=CC(=NC1)NC(C1=C(C=CC(=C1)Cl)N)=O (N-(5-chloropyridin-2-yl)-2-amino-5-chlorobenzamide). Solvent: S(=O)(Cl)Cl (thionyl chloride), N1=CC=CC=C1 (pyridine). Reaction conditions: time 90 hour. Product: ClC=1C=CC(=NC1)NC(C1=C(C=CC(=C1)Cl)NC(=O)C=1SC=C(C1Cl)CN1CCN(CC1)C)=O (N-(5-chloropyridin-2-yl)-2-[((4-((4-methylpiperazin-1-yl)methyl)-3-chlorothiophen-2-yl)carbonyl)amino]-5-chlorobenzamide). The yield is 78.5%. RXN SMILES: Cl.[C:2]([C:5]1[S:6][CH:7]=[C:8]([CH2:11][N:12]2[CH2:17][CH2:16][N:15]([CH3:18])[CH2:14][CH2:13]2)[C:9]=1[Cl:10])([OH:4])=O.[Cl:19][C:20]1[CH:21]=[CH:22][C:23]([NH:26][C:27](=[O:36])[C:28]2[CH:33]=[C:32]([Cl:34])[CH:31]=[CH:30][C:29]=2[NH2:35])=[N:24][CH:25]=1>S(Cl)(Cl)=O.N1C=CC=CC=1>[Cl:19][C:20]1[CH:21]=[CH:22][C:23]([NH:26][C:27](=[O:36])[C:28]2[CH:33]=[C:32]([Cl:34])[CH:31]=[CH:30][C:29]=2[NH:35][C:2]([C:5]2[S:6][CH:7]=[C:8]([CH2:11][N:12]3[CH2:17][CH2:16][N:15]([CH3:18])[CH2:14][CH2:13]3)[C:9]=2[Cl:10])=[O:4])=[N:24][CH:25]=1 |f:0.1|. Procedure details: A suspension of 2-carboxy-3-chloro-4-(4-methylpiperazin-1-yl)methylthiophene HCl salt (2.0 g, 5.8 mmol) in thionyl chloride (50 mL) was heated at reflux. After 90 hours, the mixture was cooled to ambient temperature and concentrated of all volatiles in vacuo. To a suspension of the resulting solid in pyridine (20 mL) at 0° C was added N-(5-chloropyridin-2-yl)-2-amino-5-chlorobenzamide (1.5 g, 5.2 mmol) in pyridine (5 mL). The mixture was stirred and allowed to warm gradually to ambient temperatu...